This data is from the Open Reaction Database (ORD), a public repository of structured organic reaction records. The task is: describe an organic reaction: reactants, conditions, products, and yield Reactants: COC(=O)C=1C(=CC=C(C1)C(C)=NOC)C1=C(C=CC(=C1)F)OC (5′-fluoro-2′-methoxy-4-(1-methoxyimino-ethyl)-biphenyl-2-carboxylic acid methyl ester), B (borane), C(C=C)C1=C(C=CC(=C1)C(C)=O)C1=C(C=CC(=C1)F)OC (1-(2-allyl-5′-fluoro-2′-methoxy-biphenyl-4-yl)-ethanone), C(C)(=O)C1=CC=C(C(C(=O)OC)=C1)O (methyl 5-acetylsalicylate), CON=C(C)C1=C(C(=C(C=C1)C1=C(C=CC(=C1)F)OC)CCC)OC (1-(5′-fluoro-3,2′-dimethoxy-2-propyl-biphenyl-4-yl)-ethanone O-methyl-oxime), resultant solution, COC(=O)C=1C(=CC=C(C1)C(C)=O)C1=C(C=CC(=C1)F)OC (4-acetyl-5′-fluoro-2′-methoxy-biphenyl-2-carboxylic acid methyl ester). Solvent: O1CCCC1 (tetrahydrofuran), O1CCCC1 (tetrahydrofuran). The product is COC(=O)C=1C(=CC=C(C1)C(C)=O)C1=C(C=CC(=C1)F)OC (4-Acetyl-5′-fluoro-2′-methoxy-biphenyl-2-carboxylic acid methyl ester), COC(=O)C=1C(=CC=C(C1)C(C)=NOC)C1=C(C=CC(=C1)F)OC (5′-Fluoro-2′-methoxy-4-(1-methoxyimino-ethyl)-biphenyl-2-carboxylic acid methyl ester), C(C)OC(=O)C=1C(=CC=C(C1)C(C)N)C1=C(C=CC(=C1)F)OC (4-(1-amino-ethyl)-5′-fluoro-2′-methoxy-biphenyl-2-carboxylic acid ethyl ester). Reaction SMILES: [CH2:1](C1C=C(C(=O)C)C=CC=1C1C=C(F)C=CC=1OC)C=C.C(C1C=C(C(OC)=O)C(O)=CC=1)(=O)C.CON=C(C1C=CC(C2C=C(F)C=CC=2OC)=C(CCC)C=1OC)C.[CH3:61][O:62][C:63]([C:65]1[C:66]([C:74]2[CH:79]=[C:78]([F:80])[CH:77]=[CH:76][C:75]=2[O:81][CH3:82])=[CH:67][CH:68]=[C:69]([C:71](=[O:73])[CH3:72])[CH:70]=1)=[O:64].[CH3:83][O:84][C:85]([C:87]1[C:88]([C:98]2[CH:103]=[C:102]([F:104])[CH:101]=[CH:100][C:99]=2[O:105][CH3:106])=[CH:89][CH:90]=[C:91]([C:93](=[N:95][O:96][CH3:97])[CH3:94])[CH:92]=1)=[O:86].B>O1CCCC1>[CH3:61][O:62][C:63]([C:65]1[C:66]([C:74]2[CH:79]=[C:78]([F:80])[CH:77]=[CH:76][C:75]=2[O:81][CH3:82])=[CH:67][CH:68]=[C:69]([C:71](=[O:73])[CH3:72])[CH:70]=1)=[O:64].[CH3:83][O:84][C:85]([C:87]1[C:88]([C:98]2[CH:103]=[C:102]([F:104])[CH:101]=[CH:100][C:99]=2[O:105][CH3:106])=[CH:89][CH:90]=[C:91]([C:93](=[N:95][O:96][CH3:97])[CH3:94])[CH:92]=1)=[O:86].[CH2:83]([O:84][C:85]([C:87]1[C:88]([C:98]2[CH:103]=[C:102]([F:104])[CH:101]=[CH:100][C:99]=2[O:105][CH3:106])=[CH:89][CH:90]=[C:91]([CH:93]([NH2:95])[CH3:94])[CH:92]=1)=[O:86])[CH3:1]. Reported procedure: 4-Acetyl-5′-fluoro-2′-methoxy-biphenyl-2-carboxylic acid methyl ester was prepared in a similar manner to 1-(2-allyl-5′-fluoro-2′-methoxy-biphenyl-4-yl)-ethanone (Example 34) using methyl 5-acetylsalicylate instead of 3′-allyl-4′-hydroxyacetophenone. 5′-Fluoro-2′-methoxy-4-(1-methoxyimino-ethyl)-biphenyl-2-carboxylic acid methyl ester was prepared in a similar manner to 1-(5′-fluoro-3,2′-dimethoxy-2-propyl-biphenyl-4-yl)-ethanone O-methyl-oxime (Example 35) using 4-acetyl-5′-fluoro-2′-methoxy-bi... Reactants: C(#N)C=1C(C(SC1N1CCOCC1)C(=O)OCC)C1=CC=C(C=C1)OC (ethyl 4-cyano-3-(4-methoxyphenyl)-5-morpholin-4-yl-2,3-dihydrothiophene-2-carboxylate), ClC=1C(C(=C(C(C1Cl)=O)C#N)C#N)=O (2,3-dichloro-5,6-dicyano-1,4-benzoquinone). Solvent: C1(=CC=CC=C1)C (toluene). Run at temperature 90 celsius, time 90 minute. The product is C(#N)C=1C(=C(SC1N1CCOCC1)C(=O)OCC)C1=CC=C(C=C1)OC (ethyl 4-cyano-3-(4-methoxyphenyl)-5-morpholin-4-ylthiophene-2-carboxylate). The yield is 65.6%. As a reaction SMILES: [C:1]([C:3]1[CH:4]([C:19]2[CH:24]=[CH:23][C:22]([O:25][CH3:26])=[CH:21][CH:20]=2)[CH:5]([C:14]([O:16][CH2:17][CH3:18])=[O:15])[S:6][C:7]=1[N:8]1[CH2:13][CH2:12][O:11][CH2:10][CH2:9]1)#[N:2].ClC1C(=O)C(C#N)=C(C#N)C(=O)C=1Cl>C1(C)C=CC=CC=1>[C:1]([C:3]1[C:4]([C:19]2[CH:20]=[CH:21][C:22]([O:25][CH3:26])=[CH:23][CH:24]=2)=[C:5]([C:14]([O:16][CH2:17][CH3:18])=[O:15])[S:6][C:7]=1[N:8]1[CH2:13][CH2:12][O:11][CH2:10][CH2:9]1)#[N:2]. Procedure details: To a solution of ethyl 4-cyano-3-(4-methoxyphenyl)-5-morpholin-4-yl-2,3-dihydrothiophene-2-carboxylate (0.168 g, 0.45 mmol) in toluene (5 mL) was added 2,3-dichloro-5,6-dicyano-1,4-benzoquinone (0.102 g, 0.45 mmol). The mixture was allowed to stir at 90° C. for 90 min and allowed to cool before filtration through Celite, eluting with toluene. The filtrate was concentrated and the residue was purified by column chromatography. The resulting orange solid was recrystallized from ethyl acetate/40-60... The reactants are C(C1=CC=CC=C1)OC(NC1CC(CCC1)=O)=O ((3-Oxo-cyclohexyl)-carbamic acid benzyl ester), C1(=CC=CC=C1)C (toluene), C(C)(C)(C)OC(N(C)C)N(C)C (tert-butoxybis(dimethylamino)methane), O.NN (hydrazine hydrate). Solvent: CO (methanol). Yields the product C(C1=CC=CC=C1)OC(NC1C=2C=NNC2CCC1)=O ((4,5,6,7-Tetrahydro-1H-indazol-4-yl)-carbamic acid benzyl ester). Yield: 72.5%. Reaction SMILES: [CH2:1]([O:8][C:9](=[O:18])[NH:10][CH:11]1[CH2:16][CH2:15][CH2:14][C:13](=O)[CH2:12]1)[C:2]1[CH:7]=[CH:6][CH:5]=[CH:4][CH:3]=1.C1(C)C=CC=CC=1.C(OC([N:35]([CH3:37])C)N(C)C)(C)(C)C.O.[NH2:39]N>CO>[CH2:1]([O:8][C:9](=[O:18])[NH:10][CH:11]1[CH2:16][CH2:15][CH2:14][C:13]2[NH:39][N:35]=[CH:37][C:12]1=2)[C:2]1[CH:7]=[CH:6][CH:5]=[CH:4][CH:3]=1 |f:3.4|. Procedure: Stir a mixture of (3-Oxo-cyclohexyl)-carbamic acid benzyl ester (12.3 g, 49.8 mmol), toluene (60 mL) and tert-butoxybis(dimethylamino)methane (9.53 g, 54.77 mmol) at 90° C. for 1.5 hour. Cool the reaction and remove the solvent in vacuo. To the residue, add methanol (60 mL) and hydrazine hydrate (2.74 g, 54.77 mmol). Stir the reaction at room temperature for 3 hours. Remove the solvent in vacuo. To the residue, add ethyl acetate and wash with water. After drying the organic layer over sodium sul... Reactants: C([O-])(O)=O.[Na+] (sodium bicarbonate), P(=O)(OC)(Cl)Cl (Methyl dichlorophosphate), COC1=C(C=CC(=N1)/C=C/C(=O)N)N1C=NC(=C1)C ((E)-3-[6-methoxy-5-(4-methyl-1H-imidazol-1-yl)pyridin-2-yl]acrylamide), C1CCC2=NCCCN2CC1 (1,8-diazabicyclo[5,4,0]-7-undecene). Solvent: C(Cl)Cl (methylene chloride), O (Water). Conditions: time 35 minute. Yields the product COC1=C(C=CC(=N1)/C=C/C#N)N1C=NC(=C1)C ((E)-3-[6-methoxy-5-(4-methyl-1H-imidazol-1-yl)pyridin-2-yl]acrylonitrile). The yield is 85.8%. RXN SMILES: P(Cl)(Cl)(OC)=O.[CH3:7][O:8][C:9]1[N:14]=[C:13](/[CH:15]=[CH:16]/[C:17]([NH2:19])=O)[CH:12]=[CH:11][C:10]=1[N:20]1[CH:24]=[C:23]([CH3:25])[N:22]=[CH:21]1.C1CCN2C(=NCCC2)CC1.C(=O)(O)[O-].[Na+]>C(Cl)Cl.O>[CH3:7][O:8][C:9]1[N:14]=[C:13](/[CH:15]=[CH:16]/[C:17]#[N:19])[CH:12]=[CH:11][C:10]=1[N:20]1[CH:24]=[C:23]([CH3:25])[N:22]=[CH:21]1 |f:3.4|. Procedure details: Methyl dichlorophosphate (33 ml) was added dropwise to a suspension of (E)-3-[6-methoxy-5-(4-methyl-1H-imidazol-1-yl)pyridin-2-yl]acrylamide (42.96 g) and 1,8-diazabicyclo[5,4,0]-7-undecene (112 ml) in methylene chloride (400 ml) under ice-cooling over 20 minutes. The reaction solution was stirred at the same temperature for 10 minutes and at room temperature for further 35 minutes. Then, a saturated sodium bicarbonate solution (200 ml) was added to the reaction solution, and the reaction soluti... The reactants are [Si](C)(C)(C(C)(C)C)OCC=1C(=C(C=CC1)N1CCNCC1)F (1-[3-({[tert-Butyl(dimethyl)silyl]oxy}methyl)-2-fluorophenyl]piperazine), BrC=1C=CC(=NC1)C(=O)OC (methyl 5-bromopyridine-2-carboxylate), C1(CCCCC1)P(C1=C(C=CC=C1)C1=C(C=C(C=C1C(C)C)C(C)C)C(C)C)C1CCCCC1 (2-dicyclohexylphosphino-2′,4′,6′-tri-isopropyl-1,1′-biphenyl), P(=O)([O-])([O-])[O-].[K+].[K+].[K+] (potassium phosphate). The reagents and catalysts are C(C)(=O)[O-].[Pd+2].C(C)(=O)[O-] (palladium acetate). The solvent is O1CCOCC1 (dioxane). Run at temperature 100 celsius, time 48 hour. The product is [Si](C)(C)(C(C)(C)C)OCC=1C(=C(C=CC1)N1CCN(CC1)C=1C=CC(=NC1)C(=O)OC)F (methyl 5-{4-[3-({[tert-butyl(dimethyl)silyl]oxy}methyl)-2-fluorophenyl]piperazin-1-yl}pyridine-2-carboxylate). Isolated yield 43.8%. As a reaction SMILES: [Si:1]([O:8][CH2:9][C:10]1[C:11]([F:22])=[C:12]([N:16]2[CH2:21][CH2:20][NH:19][CH2:18][CH2:17]2)[CH:13]=[CH:14][CH:15]=1)([C:4]([CH3:7])([CH3:6])[CH3:5])([CH3:3])[CH3:2].Br[C:24]1[CH:25]=[CH:26][C:27]([C:30]([O:32][CH3:33])=[O:31])=[N:28][CH:29]=1.C1(P(C2CCCCC2)C2C=CC=CC=2C2C(C(C)C)=CC(C(C)C)=CC=2C(C)C)CCCCC1.P([O-])([O-])([O-])=O.[K+].[K+].[K+]>C([O-])(=O)C.[Pd+2].C([O-])(=O)C.O1CCOCC1>[Si:1]([O:8][CH2:9][C:10]1[C:11]([F:22])=[C:12]([N:16]2[CH2:21][CH2:20][N:19]([C:24]3[CH:25]=[CH:26][C:27]([C:30]([O:32][CH3:33])=[O:31])=[N:28][CH:29]=3)[CH2:18][CH2:17]2)[CH:13]=[CH:14][CH:15]=1)([C:4]([CH3:7])([CH3:5])[CH3:6])([CH3:3])[CH3:2] |f:3.4.5.6,7.8.9|. Reported procedure: 1-[3-({[tert-Butyl(dimethyl)silyl]oxy}methyl)-2-fluorophenyl]piperazine (500 mg) was mixed with dioxane (15 ml), and methyl 5-bromopyridine-2-carboxylate (399 mg), palladium acetate (35 mg), 2-dicyclohexylphosphino-2′,4′,6′-tri-isopropyl-1,1′-biphenyl (147 mg), and potassium phosphate (981 mg) were added thereto, followed by stirring at 100° C. for 48 hours. The reaction mixture was cooled to room temperature, and filtered by the addition of CHCl3 and Celite, and the filtrate was concentrated un... Reactants: O=C1Nc2ccc(Br)cc2C1=O, CC(=O)[O-], Cl, NO, [Na+], O. The product is O=C1C(=NO)Nc2ccc(Br)cc21. RXN SMILES: [Br:1][c:2]1[cH:3][c:4]2[c:8]([cH:9][cH:10]1)[NH:7][C:6](=[O:11])[C:5]2=[O:12].[CH3:17][C:18](=[O:19])[O-:20].[ClH:13].[NH2:14][OH:15].[Na+:16].[OH2:21]>>[Br:1][c:2]1[cH:3][c:4]2[c:8]([cH:9][cH:10]1)[NH:7][C:6](=[N:14][OH:15])[C:5]2=[O:12].